Dataset: the Open Reaction Database (ORD), a public repository of structured organic reaction records. Task: describe an organic reaction: reactants, conditions, products, and yield Starting materials: C(C)(C)C1=CC=C(CCl)C=C1 (4-isopropylbenzyl chloride), C(CCC)[Li] (n-butyl lithium), Cl (hydrochloric acid), C(C(C)C)C(C(=O)O)CC (isobutylbutyric acid). The solvent is O1CCCC1 (tetrahydrofuran), O1CCCC1 (tetrahydrofuran), C(C)(C)NC(C)C (diisopropylamine). Reaction conditions: temperature 30 celsius, time 1 hour. The product is C(C)(C)C1=CC=C(C=C1)CC(C(=O)O)(C)C (3-(4-isopropylphenyl)-2,2-dimethylpropanoic acid). Reaction SMILES: C([Li])CCC.[CH2:6]([CH:10]([CH2:14]C)[C:11]([OH:13])=[O:12])C(C)C.[CH:16]([C:19]1[CH:26]=[CH:25][C:22]([CH2:23]Cl)=[CH:21][CH:20]=1)([CH3:18])[CH3:17].Cl>O1CCCC1.C(NC(C)C)(C)C>[CH:16]([C:19]1[CH:26]=[CH:25][C:22]([CH2:23][C:10]([CH3:14])([CH3:6])[C:11]([OH:13])=[O:12])=[CH:21][CH:20]=1)([CH3:18])[CH3:17]. Procedure details: in tetrahydrofuran (40 ml) was dissolved in diisopropylamine (3.08 ml) and to the mixture was added n-butyl lithium (13.8 ml; 1.6 M hexane solution) at −78° C. and thereto was added isobutylbutyric acid (0.93 ml) dropwise and the mixture was stirred for 1 hour at 30° C. To the reaction mixture was added a solution of 4-isopropylbenzyl chloride (2.19 g) in tetrahydrofuran (10 ml) at −78° C. and the mixture was stirred at room temperature for 2 hours. The reaction mixture was poured to cool hydroc... Starting materials: OC1=CC2=CC=CC=C2C=C1 (2-hydroxynaphthalene), [OH-].[K+] (potassium hydroxide), C([O-])([O-])=O.[K+].[K+] (potassium carbonate), C(=O)=O (carbon dioxide). The product is OC=1C=C2C=CC(=CC2=CC1)C(=O)O (6-hydroxy-2-naphthoic acid), OC=1C(=CC2=CC=CC=C2C1)C(=O)O (3-hydroxy-2-naphthoic acid). The yield is 48.1%. RXN SMILES: [OH:1][C:2]1[CH:11]=[CH:10][C:9]2[C:4](=[CH:5][CH:6]=[CH:7][CH:8]=2)[CH:3]=1.[OH-].[K+].[C:14](=O)([O-:16])[O-:15].[K+].[K+].[C:20](=[O:22])=[O:21]>>[OH:1][C:2]1[CH:3]=[C:4]2[C:9](=[CH:10][CH:11]=1)[CH:8]=[C:7]([C:14]([OH:16])=[O:15])[CH:6]=[CH:5]2.[OH:1][C:2]1[C:11]([C:20]([OH:22])=[O:21])=[CH:10][C:9]2[C:4]([CH:3]=1)=[CH:5][CH:6]=[CH:7][CH:8]=2 |f:1.2,3.4.5|. Procedure details: The procedure of Example 1 is followed in every detail except that a mixture of 2-hydroxynaphthalene (83 grams; 0.576 mole), 45% potassium hydroxide (69.7 grams; 0.559 mole), and potassium carbonate (20 grams; 0.145 mole) is employed initially, the dehydrated reaction mixture is heated under 60 psi of carbon dioxide for 10 hours, and the aqueous phase is washed twice with 100-ml portions of isopropylnaphthalene at 85°-95° C. There is obtained 25.5 grams of 6-hydroxy-2-naphthoic acid (48.1% of th... The reactants are N,N'-diarylureas, C(=O)NC1=CC=CC=C1 (formanilide), NC1=CC=CC=C1 (aniline), C1(=CC=CC=C1)NC(=O)NC1=CC=CC=C1 (N,N'-diphenylurea). Reagents/catalysts: [Ru] (ruthenium). Yields the product C1(=CC=CC=C1)NC(=O)NC1=CC=C(C=C1)C (N-phenyl-N'-p-tolylurea), C(=O)NC1=CC=CC=C1 (formanilide), NC1=CC=C(C=C1)C (p-toluidine). Reaction SMILES: [C:1]1([NH:7][C:8]([NH:10][C:11]2[CH:16]=[CH:15][CH:14]=[CH:13][CH:12]=2)=[O:9])[CH:6]=[CH:5][CH:4]=[CH:3][CH:2]=1.[CH:17]([NH:19][C:20]1[CH:25]=[CH:24][CH:23]=[CH:22][CH:21]=1)=[O:18].[NH2:26][C:27]1[CH:32]=[CH:31][CH:30]=[CH:29][CH:28]=1>[Ru]>[C:11]1([NH:10][C:8]([NH:7][C:1]2[CH:2]=[CH:3][C:4]([CH3:17])=[CH:5][CH:6]=2)=[O:9])[CH:16]=[CH:15][CH:14]=[CH:13][CH:12]=1.[CH:17]([NH:19][C:20]1[CH:25]=[CH:24][CH:23]=[CH:22][CH:21]=1)=[O:18].[NH2:26][C:27]1[CH:32]=[CH:31][C:30]([CH3:1])=[CH:29][CH:28]=1. Procedure details: Watanabe et al. (J. Chem. Soc., Chem. Commun. (1990) 1497) reported a synthesis of N,N'-diphenylurea in 92% yield by dehydrogenating formanilide in the presence of aniline and a ruthenium catalyst: ##STR2## Watanabe et al. prepared numerous symmetric N,N'-diarylureas in this manner. In contrast, N-phenyl-N'-p-tolylurea was not obtained selectively from the reaction of formanilide and p-toluidine. Instead, a mixture of three ureas -- N,N'-diphenylurea (19%), N,N'-di-p-tolylurea (21%), and the uns... Reactants: ClC1=CC=C(C=2N3C(=NC21)N(CCCC3)C3=C(C=C(C=C3)Cl)Cl)[N+](=O)[O-] (10-chloro-1-(2,4-dichlorophenyl)-7-nitro-2,3,4,5-tetrahydro-1H-[1,3]diazepino[1,2-a]benzimidazole). Reagents/catalysts: [Pd] (palladium on carbon). The solvent is C(C)(=O)O (acetic acid). Run at time 6 hour. The product is ClC=1C=CC(=C2N3C(=NC21)N(CCCC3)C3=C(C=C(C=C3)Cl)Cl)N (10-Chloro-1-(2,4-dichlorophenyl)-2,3,4,5-tetrahydro-1H-[1,3]diazepino[1,2-a]benzimidazol-7-amine). Yield: 65.1%. Reaction SMILES: [Cl:1][C:2]1[C:10]2[N:9]=[C:8]3[N:11]([C:16]4[CH:21]=[CH:20][C:19]([Cl:22])=[CH:18][C:17]=4[Cl:23])[CH2:12][CH2:13][CH2:14][CH2:15][N:7]3[C:6]=2[C:5]([N+:24]([O-])=O)=[CH:4][CH:3]=1>[Pd].C(O)(=O)C>[Cl:1][C:2]1[CH:3]=[CH:4][C:5]([NH2:24])=[C:6]2[C:10]=1[N:9]=[C:8]1[N:11]([C:16]3[CH:21]=[CH:20][C:19]([Cl:22])=[CH:18][C:17]=3[Cl:23])[CH2:12][CH2:13][CH2:14][CH2:15][N:7]21. Reported procedure: A mixture of 10-chloro-1-(2,4-dichlorophenyl)-7-nitro-2,3,4,5-tetrahydro-1H-[1,3]diazepino[1,2-a]benzimidazole (53 mg, 0.129 mmol) and 10% palladium on carbon (6 mg) in acetic acid (5.0 mL) was stirred under hydrogen atmosphere at room temperature for 6 hr. The catalyst was removed by filtration and the filtrate was concentrated in vacuo. The residue was purified by flash chromatography on silica gel eluting with a 50-100% ethyl acetate/n-hexane gradient mixture. The filtrate was concentrated in... The reactants are C, CCCCC(N=[N+]=[N-])C(O)C(=O)Nc1ccc2c(c1)OCO2, CO, [Pd]. Product: CCCCC(N)C(O)C(=O)Nc1ccc2c(c1)OCO2. RXN SMILES: [C:23].[CH2:1]1[O:2][c:3]2[cH:4][c:5]([NH:10][C:11]([CH:12]([CH:13]([CH2:14][CH2:15][CH2:16][CH3:17])[N:18]=[N+:19]=[N-:20])[OH:21])=[O:22])[cH:6][cH:7][c:8]2[O:9]1.[CH3:25][OH:26].[Pd:24]>>[CH2:1]1[O:2][c:3]2[cH:4][c:5]([NH:10][C:11]([CH:12]([CH:13]([CH2:14][CH2:15][CH2:16][CH3:17])[NH2:18])[OH:21])=[O:22])[cH:6][cH:7][c:8]2[O:9]1.